This data is from the Open Reaction Database (ORD), a public repository of structured organic reaction records. The task is: describe an organic reaction: reactants, conditions, products, and yield As a reaction SMILES: [C:10]([CH3:11])([CH3:12])([CH3:13])[c:14]1[cH:15][cH:16][c:17]([CH2:18][Cl:19])[cH:20][cH:21]1.[CH3:1][c:2]1[cH:3][c:4]([Cl:5])[cH:6][cH:7][c:8]1[OH:9].[CH:22]([Cl:23])([Cl:24])[Cl:25].[Cl-:26].[Cl-:28].[Zn+2:27]>>[CH3:1][c:2]1[cH:3][c:4]([Cl:5])[cH:6][c:7]([CH2:18][c:17]2[cH:16][cH:15][c:14]([C:10]([CH3:11])([CH3:12])[CH3:13])[cH:21][cH:20]2)[c:8]1[OH:9]. Reactants: CC(C)(C)c1ccc(CCl)cc1, Cc1cc(Cl)ccc1O, ClC(Cl)Cl, [Cl-], [Cl-], [Zn+2]. Yields the product Cc1cc(Cl)cc(Cc2ccc(C(C)(C)C)cc2)c1O. Starting materials: ClC1=C(CCl)C=CC(=C1)Cl (2,4-dichlorobenzyl chloride), C(#N)N=C([S-])[S-].[K+].[K+] (dipotassium N-cyanodithioimidocarbonate), O (water). Solvent: CO (methanol). Run at temperature 30 celsius. The product is OC1=NSC(=N1)SCC1=C(C=C(C=C1)Cl)Cl (3-hydroxy-5-(2,4-dichlorobenzylthio)-1,2,4-thiadiazole). As a reaction SMILES: [Cl:1][C:2]1[CH:9]=[C:8]([Cl:10])[CH:7]=[CH:6][C:3]=1[CH2:4]Cl.[C:11]([N:13]=[C:14]([S-:16])[S-:15])#[N:12].[K+].[K+].[OH2:19]>CO>[OH:19][C:11]1[N:13]=[C:14]([S:16][CH2:4][C:3]2[CH:6]=[CH:7][C:8]([Cl:10])=[CH:9][C:2]=2[Cl:1])[S:15][N:12]=1 |f:1.2.3|. Procedure details: 72 g of 2,4-dichlorobenzyl chloride were added at 30° C to a mixture of 69.9 g of dipotassium N-cyanodithioimidocarbonate, 50 ml of water and 300 ml of methanol and the mixture was stirred at 30° C. for one-half hour. The methanol was evaporated under reduced pressure and 900 ml of water were added to the residue. 40 ml of 30% hydrogen peroxide were slowly added and the pH was kept basic by addition of potassium hydroxide. the mixture was stirred for 17 hours, was washed with ethyl acetate and w... The reactants are C(C1=CC=CC=C1)OC1=CC(=NC=C1)N (4-(benzyloxy)pyridin-2-amine), BrBr (Bromine). The solvent is C(C)(=O)O (acetic acid). Yields the product C(C1=CC=CC=C1)OC1=CC(=NC=C1Br)N (4-(benzyloxy)-5-bromopyridin-2-amine). Yield: 47.0%. Reaction SMILES: [CH2:1]([O:8][C:9]1[CH:14]=[CH:13][N:12]=[C:11]([NH2:15])[CH:10]=1)[C:2]1[CH:7]=[CH:6][CH:5]=[CH:4][CH:3]=1.[Br:16]Br>C(O)(=O)C>[CH2:1]([O:8][C:9]1[C:14]([Br:16])=[CH:13][N:12]=[C:11]([NH2:15])[CH:10]=1)[C:2]1[CH:3]=[CH:4][CH:5]=[CH:6][CH:7]=1. Procedure details: A flask was charged with 4-(benzyloxy)pyridin-2-amine (10.69 g, 53.39 mmol) and 20 mL acetic acid was added. Bromine (2.735 ml, 53.39 mmol) and the reaction was stirred for 10 minutes. The reaction mixture was concentrated and purified using silica gel column chromatography eluting with 50%-100% ethyl acetate/hexane provide the desired product (7.0 g, 42.28% yield) as brown solid Starting materials: COc1c(N2CC3(CC3)C(C)(NC(=O)OC(C)(C)C)C2)c(F)cc2c(=O)c(C(=O)O)cn(C3CC3F)c12, CC(C)O, Cl. Product: Cl, COc1c(N2CC(C)(N)C3(CC3)C2)c(F)cc2c(=O)c(C(=O)O)cn(C3CC3F)c12. RXN SMILES: [C:1]([O:2][C:3](=[O:4])[NH:8][C:9]1([CH3:37])[CH2:10][N:11]([c:16]2[c:17]([F:36])[cH:18][c:19]3[c:20](=[O:35])[c:21]([C:32](=[O:33])[OH:34])[cH:22][n:23]([CH:28]4[CH:29]([F:31])[CH2:30]4)[c:24]3[c:25]2[O:26][CH3:27])[CH2:12][C:13]12[CH2:14][CH2:15]2)([CH3:5])([CH3:6])[CH3:7].[CH:39]([OH:40])([CH3:41])[CH3:42].[ClH:38]>>[ClH:38].[NH2:8][C:9]1([CH3:37])[CH2:10][N:11]([c:16]2[c:17]([F:36])[cH:18][c:19]3[c:20](=[O:35])[c:21]([C:32](=[O:33])[OH:34])[cH:22][n:23]([CH:28]4[CH:29]([F:31])[CH2:30]4)[c:24]3[c:25]2[O:26][CH3:27])[CH2:12][C:13]12[CH2:14][CH2:15]2. The reactants are C(C)(=O)N[C@H](COC1=NC=C(C(=C1)SCCC(=O)OCC(CCCC)CC)[N+](=O)[O-])C (2-ethylhexyl 3-((2-(((2S)-2-acetamidopropyl)oxy)-5-nitropyridin-4-yl)sulfanyl)propanoate), reduced iron, [Cl-].[NH4+] (ammonium chloride), C(C)O (ethanol). Solvent: O (water). Run at temperature 80 celsius, time 8 hour. Yields the product C(C)(=O)N[C@H](COC1=NC=C(C(=C1)SCCC(=O)OCC(CCCC)CC)N)C (2-ethylhexyl 3-((2-(((2S)-2-acetamidopropyl)oxy)-5-aminopyridin-4-yl)sulfanyl)propanoate). Isolated yield 89.6%. Reaction SMILES: [C:1]([NH:4][C@@H:5]([CH3:31])[CH2:6][O:7][C:8]1[CH:13]=[C:12]([S:14][CH2:15][CH2:16][C:17]([O:19][CH2:20][CH:21]([CH2:26][CH3:27])[CH2:22][CH2:23][CH2:24][CH3:25])=[O:18])[C:11]([N+:28]([O-])=O)=[CH:10][N:9]=1)(=[O:3])[CH3:2].[Cl-].[NH4+].C(O)C>O>[C:1]([NH:4][C@@H:5]([CH3:31])[CH2:6][O:7][C:8]1[CH:13]=[C:12]([S:14][CH2:15][CH2:16][C:17]([O:19][CH2:20][CH:21]([CH2:26][CH3:27])[CH2:22][CH2:23][CH2:24][CH3:25])=[O:18])[C:11]([NH2:28])=[CH:10][N:9]=1)(=[O:3])[CH3:2] |f:1.2|. Procedure: A mixture of 2-ethylhexyl 3-((2-(((2S)-2-acetamidopropyl)oxy)-5-nitropyridin-4-yl)sulfanyl)propanoate (3.38 g), reduced iron (2.07 g), ammonium chloride (0.397 g), ethanol (40 mL) and water (10 mL) was stirred overnight at 80° C. The precipitate was removed by filtration, and the filtrate was extracted with ethyl acetate. The combined organic layer were washed with saturated brine, and dried over anhydrous magnesium sulfate, and the solvent was evaporated under reduced pressure. The residue was ...